Dataset: the Open Reaction Database (ORD), a public repository of structured organic reaction records. Task: describe an organic reaction: reactants, conditions, products, and yield Reactants: CS(=O)(=O)C=1C=C(C(=O)O)C=CC1 (3-(methylsulfonyl)-benzoic acid), [N+](=O)([O-])[O-].[K+] (potassium nitrate). The solvent is S(O)(O)(=O)=O (sulphuric acid). Conditions: temperature 110 celsius. Yields the product CS(=O)(=O)C=1C=C(C(=O)O)C=C(C1)[N+](=O)[O-] (3-(methylsulfonyl)-5-nitro-benzoic acid). Yield: 0.1%. As a reaction SMILES: [CH3:1][S:2]([C:5]1[CH:6]=[C:7]([CH:11]=[CH:12][CH:13]=1)[C:8]([OH:10])=[O:9])(=[O:4])=[O:3].[N+:14]([O-])([O-:16])=[O:15].[K+]>S(=O)(=O)(O)O>[CH3:1][S:2]([C:5]1[CH:6]=[C:7]([CH:11]=[C:12]([N+:14]([O-:16])=[O:15])[CH:13]=1)[C:8]([OH:10])=[O:9])(=[O:3])=[O:4] |f:1.2|. Procedure details: To a suspension of 3-(methylsulfonyl)-benzoic acid (32.5 g; 0.16 mol) in 130 mL 98% sulphuric acid at 0° C. was slowly added potassium nitrate (32.8 g; 0.32 mol). The reaction mixture was heated for 3 hours at 110° C., subsequently cooled to room temperature and poured onto ice and the precipitate collected. 28 g (0.114 mmol; 71% yield) of 3-(methylsulfonyl)-5-nitro-benzoic acid were obtained as a solid. The reactants are C(=O)(OC(C)(C)C)NC[C@@H]1[C@H]([C@@H]([C@@H](CO)O1)OCC1=CC=CC=C1)OCC1=CC=CC=C1 (N-Boc-6-amino-2,5-anhydro-3,4-di-O-benzyl-6-deoxy-D-mannitol), [Cr](=O)(=O)([O-])O[Cr](=O)(=O)[O-].[NH+]1=CC=CC=C1.[NH+]1=CC=CC=C1 (Pyridinium dichromate). The solvent is CN(C)C=O (DMF), CCOC(=O)C (EtOAc). Reaction conditions: temperature 0 celsius, time 12 hour. The product is C(=O)(OC(C)(C)C)NC[C@@H]1[C@H]([C@@H]([C@@H](C(=O)O)O1)OCC1=CC=CC=C1)OCC1=CC=CC=C1 (N-Boc-6-amino-2,5-anhydro-3,4-di-O-benzyl-6-deoxy-D-mannonic acid). The yield is 77.0%. As a reaction SMILES: [C:1]([NH:8][CH2:9][C@H:10]1[O:16][C@H:13]([CH2:14][OH:15])[C@@H:12]([O:17][CH2:18][C:19]2[CH:24]=[CH:23][CH:22]=[CH:21][CH:20]=2)[C@@H:11]1[O:25][CH2:26][C:27]1[CH:32]=[CH:31][CH:30]=[CH:29][CH:28]=1)([O:3][C:4]([CH3:7])([CH3:6])[CH3:5])=[O:2].[Cr](O[Cr]([O-])(=O)=O)([O-])(=O)=[O:34].[NH+]1C=CC=CC=1.[NH+]1C=CC=CC=1>CN(C=O)C.CCOC(C)=O>[C:1]([NH:8][CH2:9][C@H:10]1[O:16][C@H:13]([C:14]([OH:34])=[O:15])[C@@H:12]([O:17][CH2:18][C:19]2[CH:24]=[CH:23][CH:22]=[CH:21][CH:20]=2)[C@@H:11]1[O:25][CH2:26][C:27]1[CH:32]=[CH:31][CH:30]=[CH:29][CH:28]=1)([O:3][C:4]([CH3:6])([CH3:7])[CH3:5])=[O:2] |f:1.2.3|. Reported procedure: The product from step 5 was dissolved in dry DMF and cooled to 0° C. Pyridinium dichromate (PDC, 4 molar equiv) was added portion wise and the reaction mixture was stirred at room temperature for 12 h. It was then diluted with EtOAc, washed with saturated aqueous CuSO4, brine, dried over anhydrous Na2SO4 and concentrated in vacuo. Purification by silica gel column chromatography gave the required N-Boc-6-amino-2,5-anhydro-3,4-di-O-benzyl-6-deoxy-D-mannonic acid in 77% yield. Starting materials: CI (methyliodide), N1C=CC=2C1=NC=C(C2)C(C)NC(COC2=CC(=C1C(=N2)N(N=C1C1CC1)C)C)=O (N-(1-(1H-pyrrolo[2,3-b]pyridin-5-yl)ethyl)-2-(3-cyclopropyl-1,4-dimethyl-1H-pyrazolo[3,4-b]pyridin-6-yloxy)acetamide), [H-].[Na+] (NaH). Run in CCOC(=O)C (EtOAc), O (water), CN(C)C=O (DMF). Conditions: time 1 hour. The product is C1(CC1)C1=NN(C2=NC(=CC(=C21)C)OCC(=O)NC(C)C=2C=C1C(=NC2)N(C=C1)C)C (2-(3-cyclopropyl-1,4-dimethyl-1H-pyrazolo[3,4-b]pyridin-6-yloxy)-N-(1-(1-methyl-1H-pyrrolo[2,3-b]pyridin-5-yl)ethyl)acetamide). Isolated yield 57.8%. RXN SMILES: [NH:1]1[C:5]2=[N:6][CH:7]=[C:8]([CH:10]([NH:12][C:13](=[O:30])[CH2:14][O:15][C:16]3[N:21]=[C:20]4[N:22]([CH3:28])[N:23]=[C:24]([CH:25]5[CH2:27][CH2:26]5)[C:19]4=[C:18]([CH3:29])[CH:17]=3)[CH3:11])[CH:9]=[C:4]2[CH:3]=[CH:2]1.[CH3:31]I.[H-].[Na+]>CN(C=O)C.CCOC(C)=O.O>[CH:25]1([C:24]2[C:19]3[C:20](=[N:21][C:16]([O:15][CH2:14][C:13]([NH:12][CH:10]([C:8]4[CH:9]=[C:4]5[CH:3]=[CH:2][N:1]([CH3:31])[C:5]5=[N:6][CH:7]=4)[CH3:11])=[O:30])=[CH:17][C:18]=3[CH3:29])[N:22]([CH3:28])[N:23]=2)[CH2:27][CH2:26]1 |f:2.3|. Reported procedure: N-(1-(1H-pyrrolo[2,3-b]pyridin-5-yl)ethyl)-2-(3-cyclopropyl-1,4-dimethyl-1H-pyrazolo[3,4-b]pyridin-6-yloxy)acetamide (example 6.57, 25 mg, 0.062 mmol) was dissolved in DMF (1 ml) and methyliodide (4.25 μl, 0.068 mmol) was added, followed by NaH (60% in mineral oil, 2.7 mg, 0.068 mmol). After stirring for 1 h at rt the reaction was diluted with EtOAc (1 ml) and water (2 ml) and extracted with EtOAc. The combined organic layers were washed with brine, dried over sodium sulfate, and the solvents we... Solvent: C(Cl)Cl (methylene chloride). Reactants: ClC1=NSC=C1S(=O)(=O)N=C=O (3-chloro-4-isothiazolesulfonyl isocyanate), CC1=NC(=NC(=C1)C)N (4.6-dimethyl-2-pyrimidinamine). As a reaction SMILES: [Cl:1][C:2]1[C:6]([S:7]([N:10]=[C:11]=[O:12])(=[O:9])=[O:8])=[CH:5][S:4][N:3]=1.[CH3:13][C:14]1[CH:19]=[C:18]([CH3:20])[N:17]=[C:16]([NH2:21])[N:15]=1>C(Cl)Cl>[Cl:1][C:2]1[C:6]([S:7]([NH:10][C:11]([NH:21][C:16]2[N:17]=[C:18]([CH3:20])[CH:19]=[C:14]([CH3:13])[N:15]=2)=[O:12])(=[O:8])=[O:9])=[CH:5][S:4][N:3]=1. Procedure details: A 10 ml portion of the methylene chloride solution of 3-chloro-4-isothiazolesulfonyl isocyanate, prepared in Example 2, was added to 0.2 g of 4.6-dimethyl-2-pyrimidinamine, and the mixture stirred 0.5 hour at ambient temperature. The solvent was evaporated and the residual solid triturated with ether, collected and dried giving 0.5 g of the title compound, m.p. 136°-140°. IR: 1720 and 1700 cm-1 (C=O). Conditions: time 0.5 hour. The product is ClC1=NSC=C1S(=O)(=O)NC(=O)NC1=NC(=CC(=N1)C)C (3-Chloro-N-[(4,6-dimethylpyrimidin-2-yl)aminocarbonyl]-4-isothiazolesulfonamide). Reactants: NC=1C(=CC=CC1)C (o-toluidine), ClC1=CC(=C(C=C1)[N+](=O)[O-])[N+](=O)[O-] (1-chloro-3,4-dinitrobenzene). The solvent is C(C)O (ethanol). Product: ClC=1C=CC(=C(C1)NC1=C(C=CC=C1)C)[N+](=O)[O-] (5-Chloro-2-nitrophenyl-o-tolylamine). RXN SMILES: [NH2:1][C:2]1[C:3]([CH3:8])=[CH:4][CH:5]=[CH:6][CH:7]=1.[Cl:9][C:10]1[CH:15]=[CH:14][C:13]([N+:16]([O-:18])=[O:17])=[C:12]([N+]([O-])=O)[CH:11]=1>C(O)C>[Cl:9][C:10]1[CH:11]=[CH:12][C:13]([N+:16]([O-:18])=[O:17])=[C:14]([NH:1][C:2]2[CH:7]=[CH:6][CH:5]=[CH:4][C:3]=2[CH3:8])[CH:15]=1. Procedure details: 81 ml of o-toluidine was added to absolution of 10 g of 1-chloro-3,4-dinitrobenzene in 50 ml of ethanol, and it was refluxed for 72 hours. It was concentrated by evaporation in a vacuum, the residue was taken up in ethyl acetate and 2N aqueous hydrochloric acid. The organic phase was extracted three more times with 2N aqueous hydrochloric acid, dried on sodium sulfate and concentrated by evaporation in a vacuum. The residue was purified by chromatography on silica gel.